Dataset: the Open Reaction Database (ORD), a public repository of structured organic reaction records. Task: describe an organic reaction: reactants, conditions, products, and yield Isolated yield 80.1%. Reagents/catalysts: [Pd] (Pd/C). Starting materials: CC(C#CC=1C=CC(=NC1)C#N)(C)C (5-(3,3-dimethyl-but-1-ynyl)-2-cyano-pyridine). The product is NCC1=NC=C(C=C1)CCC(C)(C)C (2-Aminomethyl-5-(3,3-dimethyl-butyl)-pyridine). Procedure details: Dissolve 5-(3,3-dimethyl-but-1-ynyl)-2-cyano-pyridine (255 mg, 1.5 mmol) in methanol (15 mL). Add 10% Pd/C (Degussa type E101, 230 mg) and submit the mixture to hydrogenation under atmospheric pressure (balloon) overnight. Filter the catalyst through Celite® and concentrate the filtrate in vacuo to provide the title compound as a solid (231 mg, 87%) that was used without any further purification. MS (ES+) m/z: 193 (M+H)+. Run in CO (methanol). RXN SMILES: [CH3:1][C:2]([CH3:14])([CH3:13])[C:3]#[C:4][C:5]1[CH:6]=[CH:7][C:8]([C:11]#[N:12])=[N:9][CH:10]=1>CO.[Pd]>[NH2:12][CH2:11][C:8]1[CH:7]=[CH:6][C:5]([CH2:4][CH2:3][C:2]([CH3:14])([CH3:13])[CH3:1])=[CH:10][N:9]=1. As a reaction SMILES: [Cl:1][C:2]1[CH:7]=[CH:6][C:5]([NH:8][C:9](=[O:23])[C:10]2[CH:15]=[CH:14][C:13]([N:16]3[CH2:21][CH2:20][NH:19][CH2:18][C:17]3=[O:22])=[CH:12][CH:11]=2)=[CH:4][C:3]=1[C:24]1[CH:29]=[CH:28][CH:27]=[CH:26][N:25]=1.C=O.[C:32](O[BH-](OC(=O)C)OC(=O)C)(=O)C.[Na+].CC(O)=O>CN(C=O)C>[Cl:1][C:2]1[CH:7]=[CH:6][C:5]([NH:8][C:9](=[O:23])[C:10]2[CH:15]=[CH:14][C:13]([N:16]3[CH2:21][CH2:20][N:19]([CH3:32])[CH2:18][C:17]3=[O:22])=[CH:12][CH:11]=2)=[CH:4][C:3]=1[C:24]1[CH:29]=[CH:28][CH:27]=[CH:26][N:25]=1 |f:2.3|. Yields the product ClC1=C(C=C(C=C1)NC(C1=CC=C(C=C1)N1C(CN(CC1)C)=O)=O)C1=NC=CC=C1 (N-(4-chloro-3-(pyridin-2-yl)phenyl)-4-(4-methyl-2-oxopiperazin-1-yl)benzamide). The solvent is CN(C)C=O (DMF). Reactants: C=O (paraformaldehyde), C(C)(=O)O[BH-](OC(C)=O)OC(C)=O.[Na+] (sodium triacetoxyborohydride), CC(=O)O (AcOH), ClC1=C(C=C(C=C1)NC(C1=CC=C(C=C1)N1C(CNCC1)=O)=O)C1=NC=CC=C1 (N-(4-chloro-3-(pyridin-2-yl)phenyl)-4-(2-oxopiperazin-1-yl)benzamide). Conditions: time 16 hour. Procedure details: 120 mg of N-(4-chloro-3-(pyridin-2-yl)phenyl)-4-(2-oxopiperazin-1-yl)benzamide was dissolved in 2 mL of DMF and then treated with 53 mg of paraformaldehyde, 187 mg of sodium triacetoxyborohydride and 0.2 mL of AcOH. After stirring 16 h, the reaction mixture was evaporated and the crude product was purified by reverse phase HPLC to yield N-(4-chloro-3-(pyridin-2-yl)phenyl)-4-(4-methyl-2-oxopiperazin-1-yl)benzamide. MS (Q1) 421.3 (M)+. Starting materials: FC(C=1C=C(C=CC1)C(=[N+]=[N-])C1=CC(=CC=C1)C(F)(F)F)(F)F (bis[3-(trifluoromethyl)phenyl]diazomethane), 3,3'-(trifluoromethyl)benzophenone hydrazone, C(=O)C=C (acrolein). The reagents and catalysts are [O-2].[O-2].[Mn+4] (manganese dioxide). The solvent is ClCCl (dichloromethane), CCCCCCC (heptane). Reaction conditions: temperature 55 celsius. Product: FC(C=1C=C(C=CC1)C1(C(C1)C=O)C1=CC(=CC=C1)C(F)(F)F)(F)F (2,2-bis[3-(trifluoromethyl)phenyl]cyclopropanecarboxaldehyde). As a reaction SMILES: [F:1][C:2]([F:23])([F:22])[C:3]1[CH:4]=[C:5]([C:9]([C:12]2[CH:17]=[CH:16][CH:15]=[C:14]([C:18]([F:21])([F:20])[F:19])[CH:13]=2)=[N+]=[N-])[CH:6]=[CH:7][CH:8]=1.[CH:24]([CH:26]=[CH2:27])=[O:25]>ClCCl.CCCCCCC.[O-2].[O-2].[Mn+4]>[F:1][C:2]([F:23])([F:22])[C:3]1[CH:4]=[C:5]([C:9]2([C:12]3[CH:17]=[CH:16][CH:15]=[C:14]([C:18]([F:21])([F:20])[F:19])[CH:13]=3)[CH2:27][CH:26]2[CH:24]=[O:25])[CH:6]=[CH:7][CH:8]=1 |f:4.5.6|. Procedure details: A solution of bis[3-(trifluoromethyl)phenyl]diazomethane, prepared as in Example 84 from 3,3'-(trifluoromethyl)benzophenone hydrazone (29.9 g) and activated manganese dioxide (30 g) in dichloromethane (150 mL) was added to a solution of acrolein (9.9 mL) in heptane (90 mL) over 15 minutes at 40° C. The solution was heated at 55° C. for 5.5 hours, then the dichloromethane was distilled off and replaced with heptane (100 mL). After the mixture was heated at 90° C. overnight, the solvent was remove... Reaction conditions: time 40 minute. Reaction SMILES: [F:1][C:2]1[N:12]=[CH:11][C:5]2[N:6]=[CH:7][NH:8][C:9](=O)[C:4]=2[CH:3]=1.S(Cl)(Cl)=O.[Br:17][C:18]1[CH:19]=[C:20]([CH:22]=[CH:23][C:24]=1[F:25])[NH2:21].C(=O)(O)[O-].[Na+]>CN(C=O)C.CC(N(C)C)=O>[Br:17][C:18]1[CH:19]=[C:20]([NH:21][C:9]2[C:4]3[CH:3]=[C:2]([F:1])[N:12]=[CH:11][C:5]=3[N:6]=[CH:7][N:8]=2)[CH:22]=[CH:23][C:24]=1[F:25] |f:3.4|. Reactants: BrC=1C=C(N)C=CC1F (3-bromo-4-fluoroaniline), FC1=CC2=C(N=CNC2=O)C=N1 (6-fluoropyrido[3,4-d]pyrimidin-4(3H)-one), S(=O)(Cl)Cl (thionyl chloride), solution, C([O-])(O)=O.[Na+] (sodium bicarbonate). Run in CC(=O)N(C)C (DMA). Procedure: A heterogeneous mixture of 6-fluoropyrido[3,4-d]pyrimidin-4(3H)-one (93) (4.0 g, 24.2 mmol), thionyl chloride (100 mL) and a catalytic amount of DMF (3 drops) was stirred under reflux for 1 h. The resulting solution was evaporated under reduced pressure at 45° C. (bath temperature) to give a light brown solid. To this solid was added a mixture of 3-bromo-4-fluoroaniline (5.1 g, 26.8 mmol) and dry DMA (25 mL). The reaction mixture was stirred at room temperature for 40 min, then a 5% solution of ... Yield: 99.7%. The reagents and catalysts are CN(C)C=O (DMF). The product is BrC=1C=C(C=CC1F)NC=1C2=C(N=CN1)C=NC(=C2)F (N-(3-bromo-4-fluorophenyl)-6-fluoropyrido[3,4-d]pyrimidin-4-amine). Reactants: N1=C(NC2=C1C=CC=C2)C(CC(C)=O)=O (1-(2-benzimidazolyl)-1,3-butanedione), Cl(=O)(=O)(=O)[O-].CS[C+]1SC=CS1 (2-methylthio-1,3-dithiolylium perchlorate). Yields the product S1C(SC=C1)=C(C(=O)C=1NC2=C(N1)C=CC=C2)C(C)=O (2-(1,3-dithiol-2-ylidene)-1-(2-benzimidazolyl)-1,3-butanedione). The yield is 29.1%. As a reaction SMILES: [N:1]1[C:5]2[CH:6]=[CH:7][CH:8]=[CH:9][C:4]=2[NH:3][C:2]=1[C:10](=[O:15])[CH2:11][C:12](=[O:14])[CH3:13].Cl([O-])(=O)(=O)=O.CS[C+:23]1[S:27][CH:26]=[CH:25][S:24]1>>[S:24]1[CH:25]=[CH:26][S:27][C:23]1=[C:11]([C:12](=[O:14])[CH3:13])[C:10]([C:2]1[NH:1][C:5]2[CH:6]=[CH:7][CH:8]=[CH:9][C:4]=2[N:3]=1)=[O:15] |f:1.2|. Procedure: By using 2.0 g of 1-(2-benzimidazolyl)-1,3-butanedione and 2.5 g of 2-methylthio-1,3-dithiolylium perchlorate, the treatment was conducted in the same manner as in Example 1. The product was purified by silicagel chromatography, whereby 0.87 g (yield: 29%) of 2-(1,3-dithiol-2-ylidene)-1-(2-benzimidazolyl)-1,3-butanedione was obtained as crystals having a decomposition point of 254° C. Starting materials: CCCCCCCCBr, CC[O-], CCO, [Na+], CCOC(=O)Cc1ccc(O)cc1. The product is CCCCCCCCOc1ccc(CC(=O)OCC)cc1. As a reaction SMILES: [CH2:18]([CH2:19][CH2:20][CH2:21][CH2:22][CH2:23][CH2:24][CH3:25])[Br:26].[CH3:15][CH2:16][O-:17].[CH3:27][CH2:28][OH:29].[Na+:14].[OH:1][c:2]1[cH:3][cH:4][c:5]([CH2:8][C:9](=[O:10])[O:11][CH2:12][CH3:13])[cH:6][cH:7]1>>[O:1]([c:2]1[cH:3][cH:4][c:5]([CH2:8][C:9](=[O:10])[O:11][CH2:12][CH3:13])[cH:6][cH:7]1)[CH2:18][CH2:19][CH2:20][CH2:21][CH2:22][CH2:23][CH2:24][CH3:25].